This data is from the Open Reaction Database (ORD), a public repository of structured organic reaction records. The task is: describe an organic reaction: reactants, conditions, products, and yield Reactants: [PH2](=O)C1=C(C2=CC=CC=C2C=C1)C1=C(C=CC2=CC=CC=C12)OS(=O)(=O)C(F)(F)F (2-phosphinyl-2'-trifluoromethanesulfonyloxy-1,1'-binaphthyl), Cl[SiH](Cl)Cl (trichlorosilane). The solvent is C(C)N(CC)CC (triethylamine). Yields the product C1(=CC=CC=C1)P(C1=C(C=2CCCCC2C=C1)C1=C(C=CC=2CCCCC12)O)C1=CC=CC=C1 (2- diphenylphosphino-2'-hydroxy-5,5',6,6',7,7',8,8'-octahydro-1,1'-binaphthyl). Reaction SMILES: [PH2:1]([C:3]1[CH:12]=[CH:11][C:10]2[C:5](=[CH:6][CH:7]=[CH:8][CH:9]=2)[C:4]=1[C:13]1[C:22]2[C:17](=[CH:18][CH:19]=[CH:20][CH:21]=2)[CH:16]=[CH:15][C:14]=1[O:23]S(C(F)(F)F)(=O)=O)=O.Cl[SiH](Cl)Cl>C(N(CC)CC)C>[C:3]1([P:1]([C:13]2[CH:22]=[CH:17][CH:16]=[CH:15][CH:14]=2)[C:3]2[CH:12]=[CH:11][C:10]3[CH2:9][CH2:8][CH2:7][CH2:6][C:5]=3[C:4]=2[C:13]2[C:22]3[CH2:21][CH2:20][CH2:19][CH2:18][C:17]=3[CH:16]=[CH:15][C:14]=2[OH:23])[CH:12]=[CH:11][CH:10]=[CH:5][CH:4]=1. Procedure: In detail, 2,2'-dihydroxy-5,5',6,6',7,7',8,8'-octahydro-1,1'-binaphthyl (3), which is obtained by hydrogenation of 1,1'-bi-2-naphthol in the presence of a platinum oxide catalyst, is reacted with trifluoromethanesulfonic acid anhydride (4) in accordance with the process described in Tetrahedron Letters, Vol. 31, pp. 6321-6324 (1990) to obtain 2,2'-bis(trifluoromethanesulfonyloxy)-5,5',6,6',7,7',8,8-octahydro-1,1'-binaphthyl (5). Compound (5) is reacted with phosphine oxide (6) in the presence of... Starting materials: CN(C(C(=O)OCC)CSC1=C(C(=NC=C1)CCl)C)C (ethyl 2-dimethylamino-3-(2-chloromethyl-3-methyl-4-pyridylthio)propionate), SC=1NC2=C(N1)C=CC=C2 (2-Mercaptobenzimidazole), [OH-].[Na+] (sodium hydroxide). Solvent: C(C)O (ethanol). Conditions: temperature 50 celsius, time 1 hour. Product: CC=1C(=NC=CC1SCC(C(=O)OCC)N(C)C)CSC1=NC2=C(N1)C=CC=C2 (2-((3-methyl-4-(2-dimethylamino-2-ethoxycarbonylethylthio)-2-pyridyl)methylthio)-1H-benzimidazole). Reaction SMILES: [SH:1][C:2]1[NH:3][C:4]2[CH:10]=[CH:9][CH:8]=[CH:7][C:5]=2[N:6]=1.[CH3:11][N:12]([CH3:30])[CH:13]([CH2:19][S:20][C:21]1[CH:26]=[CH:25][N:24]=[C:23]([CH2:27]Cl)[C:22]=1[CH3:29])[C:14]([O:16][CH2:17][CH3:18])=[O:15].[OH-].[Na+]>C(O)C>[CH3:29][C:22]1[C:23]([CH2:27][S:1][C:2]2[NH:6][C:5]3[CH:7]=[CH:8][CH:9]=[CH:10][C:4]=3[N:3]=2)=[N:24][CH:25]=[CH:26][C:21]=1[S:20][CH2:19][CH:13]([N:12]([CH3:30])[CH3:11])[C:14]([O:16][CH2:17][CH3:18])=[O:15] |f:2.3|. Procedure details: 2-Mercaptobenzimidazole (1.5 g) was dissolved in ethanol (20 ml) and thereto were added ethyl 2-dimethylamino-3-(2-chloromethyl-3-methyl-4-pyridylthio)propionate (3.16 g) and an aqueous solution (10 ml) of 1N sodium hydroxide. The mixture was stirred at 50° C. for 1 hour. The reaction mixture was concentrated under reduced pressure and water was added to the residue. The mixture was extracted with ethyl acetate. The extract was washed with water, dried over anhydrous magnesium sulfate and the so... The reactants are BrCCC(F)(F)F (1-bromo-3,3,3-trifluoropropane), CC(CC(C#N)C#N)(C)C (2-(2,2-dimethylpropyl)malononitrile), [H-].[Na+] (sodium hydride), [H][H] (hydrogen), ice water. The solvent is CN(C=O)C (N,N-dimethylformamide), C(C)(=O)OCC (ethyl acetate). Conditions: time 12 hour. Yields the product CC(CC(C#N)(C#N)CCC(F)(F)F)(C)C (2-(2,2-dimethylpropyl)-2-(3,3,3-trifluoropropyl)malononitrile). Isolated yield 64.1%. Reaction SMILES: [CH3:1][C:2]([CH3:10])([CH3:9])[CH2:3][CH:4]([C:7]#[N:8])[C:5]#[N:6].[H-].[Na+].[H][H].Br[CH2:16][CH2:17][C:18]([F:21])([F:20])[F:19]>CN(C)C=O.C(OCC)(=O)C>[CH3:1][C:2]([CH3:10])([CH3:9])[CH2:3][C:4]([CH2:16][CH2:17][C:18]([F:21])([F:20])[F:19])([C:7]#[N:8])[C:5]#[N:6] |f:1.2|. Procedure details: 400 mg of 2-(2,2-dimethylpropyl)malononitrile was dissolved in 5 ml of N,N-dimethylformamide and then cooled in an ice bath. To this was added 120 mg of sodium hydride (60% oil). After generation of hydrogen gas ceased, 750 mg of 1-bromo-3,3,3-trifluoropropane was added dropwise and the mixture was stirred at room temperature for 12 hours. Thereafter, ice water and ethyl acetate were added to the reaction mixture. The mixture was stirred and then separated into layers. The aqueous layer was extr... Reactants: ClCC(=C)C1=CC=C(C=C1)[N+](=O)[O-] (4(1-chloromethyl-ethenyl)-nitrobenzene), [F-].[K+] (KF), [Br-] (bromide). Solvent: O (H2O). Run at time 5 hour. Yields the product FCC(=C)C1=CC=C(C=C1)[N+](=O)[O-] (4(1-Fluoromethyl-ethenyl)-nitrobenzene). As a reaction SMILES: Cl[CH2:2][C:3]([C:5]1[CH:10]=[CH:9][C:8]([N+:11]([O-:13])=[O:12])=[CH:7][CH:6]=1)=[CH2:4].[F-:14].[K+].[Br-]>O>[F:14][CH2:2][C:3]([C:5]1[CH:10]=[CH:9][C:8]([N+:11]([O-:13])=[O:12])=[CH:7][CH:6]=1)=[CH2:4] |f:1.2|. Procedure details: Under a N2 blanket is stirred a mixture of 296.5 g (1.5 Mol) 4(1-chloromethyl-ethenyl)-nitrobenzene, 430 g (7.4 Mol) KF, 78 g (0.15 Mol) hexadecyltributylphosphonimine bromide and 800 ml H2O, during 5 hours at 110°-112°.